This data is from the Open Reaction Database (ORD), a public repository of structured organic reaction records. The task is: describe an organic reaction: reactants, conditions, products, and yield Reactants: O=C(O)C=CC(=O)O, Cl, NO, CC12CCC3C(CC(=O)C4CC(SC5CCNC5)CCC43C)C1CCC2=O. Product: O=C(O)C=CC(=O)O, CC12CCC3C(CC(=NO)C4CC(SC5CCNC5)CCC43C)C1CCC2=O. Reaction SMILES: [C:1]([CH:2]=[CH:3][C:4](=[O:5])[OH:6])(=[O:7])[OH:8].[ClH:36].[NH2:37][OH:38].[NH:9]1[CH2:10][CH:11]([S:14][CH:15]2[CH2:16][CH:17]3[C:18](=[O:35])[CH2:19][CH:20]4[CH:21]5[CH2:22][CH2:23][C:24](=[O:34])[C:25]5([CH3:26])[CH2:27][CH2:28][CH:29]4[C:30]3([CH3:33])[CH2:31][CH2:32]2)[CH2:12][CH2:13]1>>[C:1]([CH:2]=[CH:3][C:4](=[O:5])[OH:6])(=[O:7])[OH:8].[NH:9]1[CH2:10][CH:11]([S:14][CH:15]2[CH2:16][CH:17]3[C:18](=[N:37][OH:38])[CH2:19][CH:20]4[CH:21]5[CH2:22][CH2:23][C:24](=[O:34])[C:25]5([CH3:26])[CH2:27][CH2:28][CH:29]4[C:30]3([CH3:33])[CH2:31][CH2:32]2)[CH2:12][CH2:13]1. Reactants: CS(=O)(=O)C1=NC=CC(=N1)C1=CN=C2N1C=CN=C2N2CCN(CC2)C (3-(2-methanesulfonyl-pyrimidin-4-yl)-8-(4-methyl-piperazin-1-yl)-imidazo[1,2-a]pyrazine), C(C)(C)(C)OC(NCCC(C1=CC=CC=C1)N)=O ((3-amino-3-phenyl-propyl)-carbamic acid tert-butyl ester). Conditions: temperature 140 celsius, time 2 hour. Yields the product C(C)(C)(C)OC(NCCC(C1=CC=CC=C1)NC1=NC=CC(=N1)C1=CN=C2N1C=CN=C2N2CCN(CC2)C)=O ((3-{4-[8-(4-methyl-piperazin-1-yl)-imidazo[1,2-a]pyrazin-3-yl]-pyrimidin-2-ylamino}-3-phenyl-propyl)-carbamic acid tert-butyl ester). RXN SMILES: CS([C:5]1[N:10]=[C:9]([C:11]2[N:15]3[CH:16]=[CH:17][N:18]=[C:19]([N:20]4[CH2:25][CH2:24][N:23]([CH3:26])[CH2:22][CH2:21]4)[C:14]3=[N:13][CH:12]=2)[CH:8]=[CH:7][N:6]=1)(=O)=O.[C:27]([O:31][C:32](=[O:44])[NH:33][CH2:34][CH2:35][CH:36]([NH2:43])[C:37]1[CH:42]=[CH:41][CH:40]=[CH:39][CH:38]=1)([CH3:30])([CH3:29])[CH3:28]>>[C:27]([O:31][C:32](=[O:44])[NH:33][CH2:34][CH2:35][CH:36]([NH:43][C:5]1[N:10]=[C:9]([C:11]2[N:15]3[CH:16]=[CH:17][N:18]=[C:19]([N:20]4[CH2:25][CH2:24][N:23]([CH3:26])[CH2:22][CH2:21]4)[C:14]3=[N:13][CH:12]=2)[CH:8]=[CH:7][N:6]=1)[C:37]1[CH:42]=[CH:41][CH:40]=[CH:39][CH:38]=1)([CH3:30])([CH3:28])[CH3:29]. Procedure: The mixture of 3-(2-methanesulfonyl-pyrimidin-4-yl)-8-(4-methyl-piperazin-1-yl)-imidazo[1,2-a]pyrazine (from Example 46 supra) (120 mg, 0.32 mmol) and compound (3-amino-3-phenyl-propyl)-carbamic acid tert-butyl ester (from Example 53 supra) (322 mg, 1.29 mmol) was heated at 140° C. with stirring for 2 hours. The oil was purified by chromatography (silica gel, 10 g, 200-300 mesh, eluting with dichloromethane:methanol, 50:1 to 20:1) to afford crude (3-{4-[8-(4-methyl-piperazin-1-yl)-imidazo[1,2-a]... Reactants: N#CCBr, COc1ccc(Cn2c(=O)c3cc(O)ccc3n(C3CCN(C(C)=O)CC3)c2=O)cc1OC, O=C([O-])[O-], [Cs+], [Cs+], CN(C)C=O. The product is COc1ccc(Cn2c(=O)c3cc(OCC#N)ccc3n(C3CCN(C(C)=O)CC3)c2=O)cc1OC. RXN SMILES: [Br:40][CH2:41][C:42]#[N:43].[C:1]([CH3:2])(=[O:3])[N:4]1[CH2:5][CH2:6][CH:7]([n:10]2[c:11](=[O:33])[n:12]([CH2:22][c:23]3[cH:24][c:25]([O:31][CH3:32])[c:26]([O:29][CH3:30])[cH:27][cH:28]3)[c:13](=[O:21])[c:14]3[cH:15][c:16]([OH:20])[cH:17][cH:18][c:19]23)[CH2:8][CH2:9]1.[C:34](=[O:35])([O-:36])[O-:37].[Cs+:38].[Cs+:39].[O:44]=[CH:45][N:46]([CH3:47])[CH3:48]>>[C:1]([CH3:2])(=[O:3])[N:4]1[CH2:5][CH2:6][CH:7]([n:10]2[c:11](=[O:33])[n:12]([CH2:22][c:23]3[cH:24][c:25]([O:31][CH3:32])[c:26]([O:29][CH3:30])[cH:27][cH:28]3)[c:13](=[O:21])[c:14]3[cH:15][c:16]([O:20][CH2:41][C:42]#[N:43])[cH:17][cH:18][c:19]23)[CH2:8][CH2:9]1. The reactants are CCCC[Sn](Cl)(Cl)CCCC, C1CCOC1, COC(=O)c1sc(C2=CCCCC2)cc1N, O=C1CCN2C(=O)CCC2C1, [SiH3]c1ccccc1. Yields the product COC(=O)c1sc(C2=CCCCC2)cc1NC1CCN2C(=O)CCC2C1. Reaction SMILES: [CH2:28]([Sn:29]([Cl:30])([Cl:31])[CH2:32][CH2:33][CH2:34][CH3:35])[CH2:36][CH2:37][CH3:38].[CH2:46]1[O:47][CH2:48][CH2:49][CH2:50]1.[CH3:1][O:2][C:3](=[O:4])[c:5]1[s:6][c:7]([C:11]2=[CH:12][CH2:13][CH2:14][CH2:15][CH2:16]2)[cH:8][c:9]1[NH2:10].[O:17]=[C:18]1[CH2:19][CH2:20][CH:21]2[CH2:22][C:23](=[O:27])[CH2:24][CH2:25][N:26]12.[c:39]1([SiH3:40])[cH:41][cH:42][cH:43][cH:44][cH:45]1>>[CH3:1][O:2][C:3](=[O:4])[c:5]1[s:6][c:7]([C:11]2=[CH:12][CH2:13][CH2:14][CH2:15][CH2:16]2)[cH:8][c:9]1[NH:10][CH:23]1[CH2:22][CH:21]2[CH2:20][CH2:19][C:18](=[O:17])[N:26]2[CH2:25][CH2:24]1. Starting materials: N#Cc1ccccc1-c1ccc(CN2C(=O)c3ccccc3C2=O)cc1, COC(=O)c1ccccc1-c1ccc(CN2C(=O)c3ccccc3C2=O)cc1. Yields the product N#Cc1ccccc1-c1ccc(CN)cc1. RXN SMILES: [C:1](#[N:2])[c:3]1[c:4](-[c:9]2[cH:10][cH:11][c:12]([CH2:13][N:14]3[C:15](=[O:16])[c:17]4[cH:18][cH:19][cH:20][cH:21][c:22]4[C:23]3=[O:24])[cH:25][cH:26]2)[cH:5][cH:6][cH:7][cH:8]1.[C:27]([c:28]1[cH:29][cH:30][cH:31][cH:32][c:33]1-[c:34]1[cH:35][cH:36][c:37]([CH2:38][N:39]2[C:40](=[O:41])[c:42]3[cH:43][cH:44][cH:45][cH:46][c:47]3[C:48]2=[O:49])[cH:50][cH:51]1)([O:52][CH3:53])=[O:54]>>[C:1](#[N:2])[c:3]1[c:4](-[c:9]2[cH:10][cH:11][c:12]([CH2:13][NH2:14])[cH:25][cH:26]2)[cH:5][cH:6][cH:7][cH:8]1.